Dataset: the Open Reaction Database (ORD), a public repository of structured organic reaction records. Task: describe an organic reaction: reactants, conditions, products, and yield The reactants are CCN(CCCN1CCOCC1)C(=O)OC(C)(C)C, Cl, [Na+], C1COCCO1, [OH-], O. Product: CCNCCCN1CCOCC1. Reaction SMILES: [CH2:1]([CH3:2])[N:3]([C:4](=[O:5])[O:6][C:7]([CH3:8])([CH3:9])[CH3:10])[CH2:11][CH2:12][CH2:13][N:14]1[CH2:15][CH2:16][O:17][CH2:18][CH2:19]1.[ClH:29].[Na+:28].[O:20]1[CH2:21][CH2:22][O:23][CH2:24][CH2:25]1.[OH-:27].[OH2:26]>>[CH2:1]([CH3:2])[NH:3][CH2:11][CH2:12][CH2:13][N:14]1[CH2:15][CH2:16][O:17][CH2:18][CH2:19]1. Reactants: Cl.N(N)C1=C(C(=O)O)C=CC=C1 (2-hydrazinobenzoic acid hydrochloride), C1(CCCC1)=O (cyclopentanone), OS(=O)(=O)O (H2SO4). The solvent is O1CCOCC1 (1,4-dioxane). The product is C1CCC=2NC3=C(C=CC=C3C21)C(=O)O (1,2,3,4-Tetrahydrocyclopenta[b]Indole-5-Carboxylic Acid). RXN SMILES: Cl.[NH:2]([C:4]1[CH:12]=[CH:11][CH:10]=[CH:9][C:5]=1[C:6]([OH:8])=[O:7])N.[C:13]1(=O)[CH2:17][CH2:16][CH2:15][CH2:14]1.OS(O)(=O)=O>O1CCOCC1>[CH2:15]1[C:14]2[C:12]3[C:4](=[C:5]([C:6]([OH:8])=[O:7])[CH:9]=[CH:10][CH:11]=3)[NH:2][C:13]=2[CH2:17][CH2:16]1 |f:0.1|. Reported procedure: To a stirred solution of 2-hydrazinobenzoic acid hydrochloride (53 mmol, 10.0 g) and cyclopentanone (58 mmol, 4.9 g) in 1,4-dioxane (100 mL) was added dropwise concentrated H2SO4 (˜18M, 63 mmol, 3.5 mL). The resulting solution was heated to reflux for 2 hours. 1H NMR analysis of a crude aliquot indicated complete reaction. The reaction was allowed to cool to room temperature and then concentrated to dryness to give a red solid which was used without further purification. The reactants are C(C=O)(=O)OC (methyl glyoxylate), C1(=CC=CC=C1)P(C1=CC=CC=C1)(C1=CC=CC=C1)=NC(OCC1=CC=CC=C1)=O ((phenylmethyl) (triphenylphosphoranylidene)carbamate), COC=CC(=C)O[Si](C)(C)C (1-methoxy-3-trimethylsilyloxybutadiene). Run in C1=CC=CC=C1 (benzene), C1=CC=CC=C1 (benzene). Yields the product O=C1CC(N(C=C1)C(=O)OCC1=CC=CC=C1)C(=O)OC (2-Methyl 1-(phenylmethyl) 3,4-dihydro-4-oxo-1,2(2H)-pyridinedicarboxylate). Yield: 70.4%. RXN SMILES: [C:1]([O:5][CH3:6])(=[O:4])[CH:2]=O.C1(P(=[N:26][C:27](=[O:36])[O:28][CH2:29][C:30]2[CH:35]=[CH:34][CH:33]=[CH:32][CH:31]=2)(C2C=CC=CC=2)C2C=CC=CC=2)C=CC=CC=1.CO[CH:39]=[CH:40][C:41]([O:43][Si](C)(C)C)=[CH2:42]>C1C=CC=CC=1>[O:43]=[C:41]1[CH:40]=[CH:39][N:26]([C:27]([O:28][CH2:29][C:30]2[CH:31]=[CH:32][CH:33]=[CH:34][CH:35]=2)=[O:36])[CH:2]([C:1]([O:5][CH3:6])=[O:4])[CH2:42]1. Reported procedure: A solution of methyl glyoxylate (1.92 g) and (phenylmethyl) (triphenylphosphoranylidene)carbamate (6.00 g) in benzene (100 ml), was stirred at reflux under nitrogen, for 1 h. A solution of 1-methoxy-3-trimethylsilyloxybutadiene (5.00 g) in benzene (40 ml) was added and the resulting solution stirred at reflux, under nitrogen, for 18 h. The benzene was evaporated in vacuo, and the residue dissolved in tetrahydrofuran (100 ml), treated with 1M hydrochloric acid (10 ml) and stirred at 22° for 1 h. ... Reactants: BrCCCCCCC (1-bromoheptane), [Mg] (magnesium), Li2CuCl4, ClC1C=CCC1 (3-chlorocyclopentene). The solvent is O1CCCC1 (tetrahydrofuran), O1CCCC1 (tetrahydrofuran), solution, O1CCCC1 (tetrahydrofuran). The product is C(CCCCCC)C1C=CCC1 (3-(Hept-1-yl)cyclopentene). Yield: 51.8%. Reaction SMILES: Br[CH2:2][CH2:3][CH2:4][CH2:5][CH2:6][CH2:7][CH3:8].[Mg].Cl[CH:11]1[CH2:15][CH2:14][CH:13]=[CH:12]1>O1CCCC1>[CH2:2]([CH:15]1[CH2:14][CH2:13][CH:12]=[CH:11]1)[CH2:3][CH2:4][CH2:5][CH2:6][CH2:7][CH3:8]. Reported procedure: The procedure followed is the same as that described in Exmple 8 substituting the starting material, 1-bromoheptane (100 g, 0.56 moles) dissolved in tetrahydrofuran (100 ml), granular magnesium (25 g) in tetrahydrofuran (100 ml), 0.1M solution of Li2CuCl4 (1.7 mmoles), and 3-chlorocyclopentene (57 g, 0.56 moles) dissolved in tetrahydrofuran (200 ml). The crude product is fractionally distilled under vacuum leaving a clear, colorless oil (48 g, 0.29 moles), BP 41° C./0.35 mm.